This data is from the Open Reaction Database (ORD), a public repository of structured organic reaction records. The task is: describe an organic reaction: reactants, conditions, products, and yield The reactants are CC(=O)NC1CC(C)(COCc2ccccc2)Oc2nc(-c3ccccc3Cl)c(-c3ccc(Cl)cc3)cc21, ClCCl. The product is CC(=O)NC1CC(C)(CO)Oc2nc(-c3ccccc3Cl)c(-c3ccc(Cl)cc3)cc21. Reaction SMILES: [CH2:1]([c:2]1[cH:3][cH:4][cH:5][cH:6][cH:7]1)[O:8][CH2:9][C:10]1([CH3:38])[CH2:11][CH:12]([NH:34][C:35]([CH3:36])=[O:37])[c:13]2[c:14]([n:15][c:16](-[c:26]3[c:27]([Cl:32])[cH:28][cH:29][cH:30][cH:31]3)[c:17](-[c:19]3[cH:20][cH:21][c:22]([Cl:25])[cH:23][cH:24]3)[cH:18]2)[O:33]1.[Cl:39][CH2:40][Cl:41]>>[OH:8][CH2:9][C:10]1([CH3:38])[CH2:11][CH:12]([NH:34][C:35]([CH3:36])=[O:37])[c:13]2[c:14]([n:15][c:16](-[c:26]3[c:27]([Cl:32])[cH:28][cH:29][cH:30][cH:31]3)[c:17](-[c:19]3[cH:20][cH:21][c:22]([Cl:25])[cH:23][cH:24]3)[cH:18]2)[O:33]1. The product is CN(CCN1CCSc2ccc(NC(=N)c3cccs3)cc21)C(=O)OC(C)(C)C. Reaction SMILES: [CH3:1][N:2]([C:3]([O:4][C:5]([CH3:6])([CH3:7])[CH3:8])=[O:9])[CH2:10][CH2:11][N:12]1[c:13]2[c:14]([cH:18][cH:19][c:20]([N+:22]([O-:23])=[O:24])[cH:21]2)[S:15][CH2:16][CH2:17]1.[CH3:37][CH2:38][OH:39].[H:25][H:26].[IH:27].[Pd:40].[s:28]1[c:29]([C:33](=[NH:34])[S:35][CH3:36])[cH:30][cH:31][cH:32]1>>[CH3:1][N:2]([C:3]([O:4][C:5]([CH3:6])([CH3:7])[CH3:8])=[O:9])[CH2:10][CH2:11][N:12]1[c:13]2[c:14]([cH:18][cH:19][c:20]([NH:22][C:33]([c:29]3[s:28][cH:32][cH:31][cH:30]3)=[NH:34])[cH:21]2)[S:15][CH2:16][CH2:17]1. The reactants are CN(CCN1CCSc2ccc([N+](=O)[O-])cc21)C(=O)OC(C)(C)C, CCO, [H][H], I, [Pd], CSC(=N)c1cccs1.